Dataset: the Open Reaction Database (ORD), a public repository of structured organic reaction records. Task: describe an organic reaction: reactants, conditions, products, and yield The reactants are Cc1ccc(-c2cc([N+](=O)[O-])cn(C)c2=O)c(C)c1, CCO, [H][H]. Product: Cc1ccc(-c2cc(N)cn(C)c2=O)c(C)c1. RXN SMILES: [CH3:1][c:2]1[c:3](-[c:9]2[c:10](=[O:19])[n:11]([CH3:18])[cH:12][c:13]([N+:15]([O-:16])=[O:17])[cH:14]2)[cH:4][cH:5][c:6]([CH3:8])[cH:7]1.[CH3:22][CH2:23][OH:24].[H:20][H:21]>>[CH3:1][c:2]1[c:3](-[c:9]2[c:10](=[O:19])[n:11]([CH3:18])[cH:12][c:13]([NH2:15])[cH:14]2)[cH:4][cH:5][c:6]([CH3:8])[cH:7]1. The reactants are C(C)NC1=CC=C(CC=2NC(C3=C(N2)C(=NN3C)CCC)=O)C=C1 (5-[4-(ethylamino)benzyl]-1-methyl-3-propyl-6,7-dihydro-1H-pyrazolo[4,3-d]pyrimidin-7-one), C(C)(=O)OCC (ethyl acetate). Yields the product C(C)N(C(C)=O)C1=CC=C(C=C1)CC=1NC(C2=C(N1)C(=NN2C)CCC)=O (N-ethyl-N-{4-[(1-methyl-7-oxo-3-propyl-6,7-dihydro-1H-pyrazolo[4,3-d]pyrimidin-5-yl)methyl]phenyl}acetamide). RXN SMILES: [CH2:1]([NH:3][C:4]1[CH:24]=[CH:23][C:7]([CH2:8][C:9]2[NH:10][C:11](=[O:22])[C:12]3[N:17]([CH3:18])[N:16]=[C:15]([CH2:19][CH2:20][CH3:21])[C:13]=3[N:14]=2)=[CH:6][CH:5]=1)[CH3:2].[C:25](OCC)(=[O:27])[CH3:26]>>[CH2:1]([N:3]([C:4]1[CH:24]=[CH:23][C:7]([CH2:8][C:9]2[NH:10][C:11](=[O:22])[C:12]3[N:17]([CH3:18])[N:16]=[C:15]([CH2:19][CH2:20][CH3:21])[C:13]=3[N:14]=2)=[CH:6][CH:5]=1)[C:25](=[O:27])[CH3:26])[CH3:2]. Reported procedure: The title compound was prepared from 5-[4-(ethylamino)benzyl]-1-methyl-3-propyl-6,7-dihydro-1H-pyrazolo[4,3-d]pyrimidin-7-one following the procedure described in Example 47 and was obtained, after trituration with ethyl acetate as a solid (59%), m.p.149-151° C. Starting materials: ClCCl, CCOC(=O)C1CCN(C)CC1, CO, NCCO. Yields the product CN1CCC(C(=O)NCCO)CC1. Reaction SMILES: [CH2:19]([Cl:20])[Cl:21].[CH2:1]([O:2][C:4](=[O:5])[CH:6]1[CH2:7][CH2:8][N:9]([CH3:12])[CH2:10][CH2:11]1)[CH3:3].[CH3:17][OH:18].[OH:13][CH2:14][CH2:15][NH2:16]>>[C:4](=[O:5])([CH:6]1[CH2:7][CH2:8][N:9]([CH3:12])[CH2:10][CH2:11]1)[NH:16][CH2:15][CH2:14][OH:13]. Reactants: C(C1=CC=CC=C1)(=O)NCCC/C=C/C(=O)NC1=C(C=CC=C1)NC(OC(C)(C)C)=O ((E)-tert-butyl 2-(6-benzamidohex-2-enamido)phenylcarbamate), Cl (HCl), C(=O)([O-])[O-].[K+].[K+] (K2CO3). Run in CC(C)O (propan-2-ol). Yields the product NC1=C(C=CC=C1)NC(/C=C/CCCNC(C1=CC=CC=C1)=O)=O ((E)-N-(6-(2-aminophenylamino)-6-oxohex-4-enyl)benzamide). The yield is 55.1%. RXN SMILES: [C:1]([NH:9][CH2:10][CH2:11][CH2:12]/[CH:13]=[CH:14]/[C:15]([NH:17][C:18]1[CH:23]=[CH:22][CH:21]=[CH:20][C:19]=1[NH:24]C(=O)OC(C)(C)C)=[O:16])(=[O:8])[C:2]1[CH:7]=[CH:6][CH:5]=[CH:4][CH:3]=1.Cl.C([O-])([O-])=O.[K+].[K+]>CC(O)C>[NH2:24][C:19]1[CH:20]=[CH:21][CH:22]=[CH:23][C:18]=1[NH:17][C:15](=[O:16])/[CH:14]=[CH:13]/[CH2:12][CH2:11][CH2:10][NH:9][C:1](=[O:8])[C:2]1[CH:3]=[CH:4][CH:5]=[CH:6][CH:7]=1 |f:2.3.4|. Procedure details: To a solution of (E)-tert-butyl 2-(6-benzamidohex-2-enamido)phenylcarbamate (14)(170 mg, 0.402 mmol) in propan-2-ol (10 mL). The mixture was stirred at 0° C. with HCl gas for 1 hour, To the reaction mixture was added 10% K2CO3 to adjust the pH value to 7-8, then the mixture was extracted with DCM (3×50 mL), the combined organic layers were washed with brine, dried over Na2SO4 and concentrated to give the desired compound of (E)-N-(6-(2-aminophenylamino)-6-oxohex-4-enyl)benzamide (71.6 mg, yield ...